This data is from the Open Reaction Database (ORD), a public repository of structured organic reaction records. The task is: describe an organic reaction: reactants, conditions, products, and yield Reactants: C(CCCCCCCCCCCCCCCC)N=C=O (n-heptadecyl isocyanate), O (water), C(Cl)(Cl)Cl (chloroform), C(CCO)O (1,3-propanediol). Solvent: C(Cl)Cl (methylene chloride). Conditions: time 8 hour. Product: C(CCCCCCCCCCCCCCCC)NC(=O)OCCCO (3-(N-n-Heptadecylcarbamoyl)oxypropan-1-ol). Isolated yield 47.2%. As a reaction SMILES: [CH2:1]([N:18]=[C:19]=[O:20])[CH2:2][CH2:3][CH2:4][CH2:5][CH2:6][CH2:7][CH2:8][CH2:9][CH2:10][CH2:11][CH2:12][CH2:13][CH2:14][CH2:15][CH2:16][CH3:17].O.C(Cl)(Cl)Cl.[CH2:26]([OH:30])[CH2:27][CH2:28][OH:29]>C(Cl)Cl>[CH2:1]([NH:18][C:19]([O:29][CH2:28][CH2:27][CH2:26][OH:30])=[O:20])[CH2:2][CH2:3][CH2:4][CH2:5][CH2:6][CH2:7][CH2:8][CH2:9][CH2:10][CH2:11][CH2:12][CH2:13][CH2:14][CH2:15][CH2:16][CH3:17]. Procedure details: In a mixture of 5.7 g of 1,3-propanediol and 30 ml of methylene chloride is dissolved 5.0 g of n-heptadecyl isocyanate and the mixture is stirred at room temperature overnight. To the reaction mixture are added 20 ml each of water and chloroform, and the organic layer is taken and concentrated to dryness. Then, silica gel column chromatography is carried out [eluent:chloroform-water (97:3)] and the eluate is concentrated to dryness. The procedure provides 3.0 g of the above-indicated compound as... Starting materials: C1(=CC=CC=C1)O (phenol), C(C)(C)O[Ti](OC(C)C)(OC(C)C)OC(C)C (TIPT), C(C)(C)O[Ti](OC(C)C)(OC(C)C)OC(C)C (tetraisopropoxy titanium). Yields the product O(C1=CC=CC=C1)[Ti](OC1=CC=CC=C1)(OC1=CC=CC=C1)OC1=CC=CC=C1 (Tetraphenoxy Titanium). As a reaction SMILES: [C:1]1([OH:7])[CH:6]=[CH:5][CH:4]=[CH:3][CH:2]=1.C(O[Ti:12]([O:21][CH:22]([CH3:24])[CH3:23])([O:17][CH:18]([CH3:20])[CH3:19])[O:13][CH:14]([CH3:16])[CH3:15])(C)C>>[O:7]([Ti:12]([O:13][C:14]1[CH:15]=[CH:24][CH:22]=[CH:23][CH:16]=1)([O:17][C:18]1[CH:19]=[CH:20][CH:18]=[CH:19][CH:20]=1)[O:21][C:22]1[CH:23]=[CH:16][CH:14]=[CH:15][CH:24]=1)[C:1]1[CH:6]=[CH:5][CH:4]=[CH:3][CH:2]=1. Procedure: To the bottom of an Oldershaw type reaction-distillation column (hereinafter referred to as “reaction-distillation column for synthesizing a catalyst”) having an inner diameter of 32 mm and equipped with a bottom flask having a volume of 1L was charged 300 ml of phenol, and heated by an oil bath. While maintaining the whole refluxing state, and after stabilization of the temperature distribution in the reaction-distillation column for synthesizing a catalyst, phenol was fed with a flow amount of... Yields the product Cl.NCC1=C2CN(C(C2=CC=C1)=O)C1C(NC(CC1)=O)=O (3-[4-(aminomethyl)-1-oxoisoindolin-2-yl]piperidine-2,6-dione hydrochloride). Procedure: A mixture of 2-(2,6-dioxo(3-piperidyl))-1-oxoisoindoline-4-carbonitrile (1.0 g, 3.71 mmol) and 10% Pd/C (0.2 g) in 4N HCl (20 mL) and methanol (600 mL) was hydrogenated at 50 psi for 17 hours. The mixture was filtered through celite and the filtrate was concentrated. The residue was stirred with ether (30 mL) to give 3-[4-(aminomethyl)-1-oxoisoindolin-2-yl]piperidine-2,6-dione hydrochloride (1.1 g, 99%) as a white solid: 1H NMR (DMSO-d6) δ 11.06 (s, 1H), 8.64 (s, 3H), 7.79 (d, J=7.5 Hz, 1H), 7.7... Run in CO (methanol). The yield is 99.0%. Run at time 17 hour. As a reaction SMILES: [O:1]=[C:2]1[CH:7]([N:8]2[CH2:16][C:15]3[C:14]([C:17]#[N:18])=[CH:13][CH:12]=[CH:11][C:10]=3[C:9]2=[O:19])[CH2:6][CH2:5][C:4](=[O:20])[NH:3]1.[ClH:21]>CO.[Pd]>[ClH:21].[NH2:18][CH2:17][C:14]1[CH:13]=[CH:12][CH:11]=[C:10]2[C:15]=1[CH2:16][N:8]([CH:7]1[CH2:6][CH2:5][C:4](=[O:20])[NH:3][C:2]1=[O:1])[C:9]2=[O:19] |f:4.5|. The reagents and catalysts are [Pd] (Pd/C). The reactants are O=C1NC(CCC1N1C(C=2C=CC=C(C2C1)C#N)=O)=O (2-(2,6-dioxo(3-piperidyl))-1-oxoisoindoline-4-carbonitrile), Cl (HCl). The reactants are NC=1C(=NC=C(N1)C)O (3-amino-5-methyl-pyrazin-2-ol), C(C)OC(CBr)OCC (Bromoacetaldehyde diethyl acetal), Br (HBr), C(=O)(O)[O-].[Na+] (NaHCO3). Run in CC(C)O (propan-2-ol), CCOCC (Ether), CC(C)O (IPA). Run at time 8 hour. The product is CC1=CN=C(C=2N1C=CN2)O (5-Methyl-imidazo[1,2-a]pyrazin-8-ol). Isolated yield 35.4%. As a reaction SMILES: [CH2:1](OC(OCC)CBr)[CH3:2].Br.C([O-])(O)=O.[Na+].[NH2:16][C:17]1[C:18]([OH:24])=[N:19][CH:20]=[C:21]([CH3:23])[N:22]=1>CC(O)C.CCOCC>[CH3:23][C:21]1[N:22]2[CH:1]=[CH:2][N:16]=[C:17]2[C:18]([OH:24])=[N:19][CH:20]=1 |f:2.3|. Reported procedure: Bromoacetaldehyde diethyl acetal (12.2 mL, 81.4 mmol) and a solution of 48% HBr (0.94 mL) are heated at reflux for 1.5 hours, then poured into a suspension of NaHCO3 (1.92 g) in propan-2-ol (31.3 mL). The resulting solid is filtered off and 3-amino-5-methyl-pyrazin-2-ol (3.13 g, 25.0 mmol) is added. The solution is refluxed for 2 hours then left to stand overnight and the solid formed washed with IPA and ether. The solid is added to a solution of DCM (60 mL) and NaHCO3 sat. (30 mL), the two laye...